This data is from the Open Reaction Database (ORD), a public repository of structured organic reaction records. The task is: describe an organic reaction: reactants, conditions, products, and yield The reactants are [1,1′-Bis(diphenylphosphino)ferrocnee]dichloropalladium(II), [N+](=O)([O-])C1=C(C=CC=C1)B(O)O ((2-nitrophenyl)boronic acid), C(C1=CC=CC=C1)OC=1C=CC(=NC1)Br (5-(benzyloxy)-2-bromopyridine), C([O-])([O-])=O.[K+].[K+] (Potassium carbonate), C(Cl)Cl (DCM). Reagents/catalysts: [Cu]I (Copper(I) iodide). Run in O (water), CN(C)C=O (DMF). Yields the product C(C1=CC=CC=C1)OC=1C=CC(=NC1)C1=C(C=CC=C1)[N+](=O)[O-] (5-(benzyloxy)-2-(2-nitrophenyl)pyridine). Isolated yield 51.7%. As a reaction SMILES: C(Cl)Cl.[N+:4]([C:7]1[CH:12]=[CH:11][CH:10]=[CH:9][C:8]=1B(O)O)([O-:6])=[O:5].[CH2:16]([O:23][C:24]1[CH:25]=[CH:26][C:27](Br)=[N:28][CH:29]=1)[C:17]1[CH:22]=[CH:21][CH:20]=[CH:19][CH:18]=1.C(=O)([O-])[O-].[K+].[K+]>CN(C=O)C.[Cu]I.O>[CH2:16]([O:23][C:24]1[CH:25]=[CH:26][C:27]([C:8]2[CH:9]=[CH:10][CH:11]=[CH:12][C:7]=2[N+:4]([O-:6])=[O:5])=[N:28][CH:29]=1)[C:17]1[CH:18]=[CH:19][CH:20]=[CH:21][CH:22]=1 |f:3.4.5|. Reported procedure: [1,1′-Bis(diphenylphosphino)ferrocnee]dichloropalladium(II), w/DCM (0.077 g, 0.095 mmol) was added to a solution containing (2-nitrophenyl)boronic acid (0.316 g, 1.893 mmol), 5-(benzyloxy)-2-bromopyridine (0.5 g, 1.893 mmol), Copper(I) iodide (0.036 g, 0.189 mmol) and Potassium carbonate (1.420 ml, 2.84 mmol) in DMF (Volume: 6.31 ml). Let the reaction cool to room temperature. Diluted reaction with water, extracted with ethyl acetate, combined organics, dried, filtered and concentrated. Purified... Starting materials: [OH-].[K+] (potassium hydroxide), FC1=C(C=CC(=C1F)F)[N+](=O)[O-] (2,3,4-trifluoronitrobenzene), S(O)(O)(=O)=O (sulfuric acid). The solvent is O (water). Conditions: temperature 40 celsius, time 4 hour. Yields the product FC1=C(C(=CC=C1F)[N+](=O)[O-])O (2,3-difluoro-6-nitrophenol). The yield is 86.0%. As a reaction SMILES: F[C:2]1[C:7]([F:8])=[C:6]([F:9])[CH:5]=[CH:4][C:3]=1[N+:10]([O-:12])=[O:11].[OH-].[K+].S(=O)(=O)(O)[OH:16]>O>[F:8][C:7]1[C:6]([F:9])=[CH:5][CH:4]=[C:3]([N+:10]([O-:12])=[O:11])[C:2]=1[OH:16] |f:1.2|. Procedure details: 1.77 kg (10 mol) of 2,3,4-trifluoronitrobenzene are added to 4 l of water. The mixture is then warmed to 40° C. and vigorously stirred. 389.4 g (22 mol) of 31.7% strength potassium hydroxide solution are then added dropwise in such a way that the temperature remains between 40° and 55° C. After about 4 h, the reaction is complete (GC checking). The reaction mixture is brought to pH 3 using 70% strength sulfuric acid at 70° C. Steam is then passed into the solution, the product passing over with ... The reactants are S(=O)(Cl)Cl (thionylchloride), N1C=NC=C1 (imidazole), FC(OC1=CC=C(C=C1)C(C(C)N1N=CN=N1)(O)C1=CC=C(C=C1)OC(F)(F)F)(F)F (1,1-bis(4-trifluoromethoxyphenyl)-1-hydroxy-2-(2H-tetrazol-2-yl)propane), O (water), Example b 3. Procedure details: To a solution of imidazole (1.23 g) and 1,1-bis(4-trifluoromethoxyphenyl)-1-hydroxy-2-(2H-tetrazol-2-yl)propane prepared as described in Example b 3 (1.34 g) in dry acetonitrile (50 ml) under an atmosphere of nitrogen, was added thionylchloride (1.07 g). A precipitate appeared and the reaction was stirred at room temperature for 5 hours. The mixture was then poured into water (100 ml) and extracted with ether (2×70 ml). The organic extracts were combined and washed well with saturated aqueous so... RXN SMILES: N1[CH:5]=[CH:4]N=C1.FC(F)(F)OC1C=CC([C:15](C2C=CC(OC(F)(F)F)=CC=2)([OH:23])[CH:16]([N:18]2[N:22]=[N:21][CH:20]=[N:19]2)[CH3:17])=CC=1.S(Cl)(Cl)=[O:38].O>C(#N)C>[CH2:4]([O:38][C:15](=[O:23])[CH:16]([N:18]1[N:22]=[N:21][CH:20]=[N:19]1)[CH3:17])[CH3:5]. Run at time 5 hour. Product: C(C)OC(C(C)N1N=CN=N1)=O (Ethyl-2-(2H-tetrazol-2-yl)propionate). Run in C(C)#N (acetonitrile). Reactants: COC=1N=C(SC1C(=O)O)C1=CC=CC=C1 (4-methoxy-2-phenyl-1,3-thiazole-5-carboxylic acid), C(C)(=O)N1CCC(CC1)C(=O)N1C[C@H]([C@@H](CC1)NC)C1=CC(=C(C=C1)Cl)Cl ((3R,4R)-1-[(1-acetylpiperidin-4-yl)carbonyl]-3-(3,4-dichlorophenyl)-N-methylpiperidin-4-amine). The product is C(C)(=O)N1CCC(CC1)C(=O)N1C[C@H]([C@@H](CC1)N(C(=O)C1=C(N=C(S1)C1=CC=CC=C1)OC)C)C1=CC(=C(C=C1)Cl)Cl (N-[(3R,4R)-1-[(1-acetylpiperidin-4-yl)carbonyl]-3-(3,4-dichlorophenyl)piperidin-4-yl]-4-methoxy-N-methyl-2-phenyl-1,3-thiazole-5-carboxamide). As a reaction SMILES: [CH3:1][O:2][C:3]1[N:4]=[C:5]([C:11]2[CH:16]=[CH:15][CH:14]=[CH:13][CH:12]=2)[S:6][C:7]=1[C:8]([OH:10])=O.[C:17]([N:20]1[CH2:25][CH2:24][CH:23]([C:26]([N:28]2[CH2:33][CH2:32][C@@H:31]([NH:34][CH3:35])[C@H:30]([C:36]3[CH:41]=[CH:40][C:39]([Cl:42])=[C:38]([Cl:43])[CH:37]=3)[CH2:29]2)=[O:27])[CH2:22][CH2:21]1)(=[O:19])[CH3:18]>>[C:17]([N:20]1[CH2:21][CH2:22][CH:23]([C:26]([N:28]2[CH2:33][CH2:32][C@@H:31]([N:34]([CH3:35])[C:8]([C:7]3[S:6][C:5]([C:11]4[CH:16]=[CH:15][CH:14]=[CH:13][CH:12]=4)=[N:4][C:3]=3[O:2][CH3:1])=[O:10])[C@H:30]([C:36]3[CH:41]=[CH:40][C:39]([Cl:42])=[C:38]([Cl:43])[CH:37]=3)[CH2:29]2)=[O:27])[CH2:24][CH2:25]1)(=[O:19])[CH3:18]. Procedure: Using the compound obtained in step 1 and the compound obtained in Example 78, and by the reaction and purification in the same manner as in Example 3, the title compound was obtained.